Task: describe an organic reaction: reactants, conditions, products, and yield. Dataset: the Open Reaction Database (ORD), a public repository of structured organic reaction records Reactants: Cl (hydrochloric acid), CC(C)O (propan-2-ol), ClC=1C=C(CBr)C=CC1Cl (3,4-dichlorobenzyl bromide), Cl.CC(C)C1=NC2=C(N1)CCCC2=O (2-(1-methylethyl)-1,5,6,7-tetrahydro-4H-benzimidazol-4-one, hydrochloride), [OH-].[Na+] (sodium hydroxide). Reagents/catalysts: [Br-].C(CCC)[N+](CCCC)(CCCC)CCCC (tetrabutylammonium bromide). Solvent: C1(=CC=CC=C1)C (toluene). Run at temperature 20 celsius, time 30 minute. Product: Cl.ClC=1C=C(C=CC1Cl)CN1C(=NC2=C1C(CCC2)=O)C(C)C (3-[(3,4-dichlorophenyl)methyl]-2-(1-methylethyl)-3,5,6,7-tetrahydro-4H-benzimidazol-4-one hydrochloride). Reaction SMILES: Cl.[CH3:2][CH:3]([C:5]1[NH:9][C:8]2[CH2:10][CH2:11][CH2:12][C:13](=[O:14])[C:7]=2[N:6]=1)[CH3:4].[Cl:15][C:16]1[CH:17]=[C:18]([CH:21]=[CH:22][C:23]=1[Cl:24])[CH2:19]Br.[OH-].[Na+].Cl.CC(O)C>[Br-].C([N+](CCCC)(CCCC)CCCC)CCC.C1(C)C=CC=CC=1>[ClH:15].[Cl:15][C:16]1[CH:17]=[C:18]([CH2:19][N:6]2[C:7]3[C:13](=[O:14])[CH2:12][CH2:11][CH2:10][C:8]=3[N:9]=[C:5]2[CH:3]([CH3:2])[CH3:4])[CH:21]=[CH:22][C:23]=1[Cl:24] |f:0.1,3.4,7.8,10.11|. Reported procedure: To a mixture of Intermediate 84 (1000 g, 1.0 eq, 1.0 wt) and tetrabutylammonium bromide (300 g, 0.2 eq, 0.3 wt) in toluene (9.5 L, 9.5 vol) was added 3,4-dichlorobenzyl bromide (0.71 L, 1.05 eq, 0.71 vol), followed by a line rinse with toluene (0.5 L, 0.5 vol). 5M sodium hydroxide (5 L, 5.36 eq, 5 vol) was added and the biphasic mixture was stirred vigorously for 4 hours 30 minutes at 20° C. and sampled for completion by HPLC. Reaction was complete at 3 hours 30 minutes. The mixture was settled ... The reactants are CC(C)C(O)(c1ccc(Br)cc1)c1cn(C(c2ccccc2)(c2ccccc2)c2ccccc2)cn1, CC(=O)Nc1ccc(B(O)O)cc1, c1ccc(P(c2ccccc2)(c2ccccc2)[Pd](P(c2ccccc2)(c2ccccc2)c2ccccc2)(P(c2ccccc2)(c2ccccc2)c2ccccc2)P(c2ccccc2)(c2ccccc2)c2ccccc2)cc1. Yields the product CC(=O)Nc1ccc(-c2ccc(C(O)(c3cn(C(c4ccccc4)(c4ccccc4)c4ccccc4)cn3)C(C)C)cc2)cc1. As a reaction SMILES: [Br:1][c:2]1[cH:3][cH:4][c:5]([C:8]([CH:9]([CH3:10])[CH3:11])([OH:12])[c:13]2[n:14][cH:15][n:16]([C:18]([c:19]3[cH:20][cH:21][cH:22][cH:23][cH:24]3)([c:25]3[cH:26][cH:27][cH:28][cH:29][cH:30]3)[c:31]3[cH:32][cH:33][cH:34][cH:35][cH:36]3)[cH:17]2)[cH:6][cH:7]1.[C:37]([CH3:38])(=[O:39])[NH:40][c:41]1[cH:42][cH:43][c:44]([B:47]([OH:48])[OH:49])[cH:45][cH:46]1.[cH:50]1[cH:51][cH:52][c:53]([P:54]([Pd:55]([P:56]([c:57]2[cH:58][cH:59][cH:60][cH:61][cH:62]2)([c:63]2[cH:64][cH:65][cH:66][cH:67][cH:68]2)[c:69]2[cH:70][cH:71][cH:72][cH:73][cH:74]2)([P:75]([c:76]2[cH:77][cH:78][cH:79][cH:80][cH:81]2)([c:82]2[cH:83][cH:84][cH:85][cH:86][cH:87]2)[c:88]2[cH:89][cH:90][cH:91][cH:92][cH:93]2)[P:94]([c:95]2[cH:96][cH:97][cH:98][cH:99][cH:100]2)([c:101]2[cH:102][cH:103][cH:104][cH:105][cH:106]2)[c:107]2[cH:108][cH:109][cH:110][cH:111][cH:112]2)([c:113]2[cH:114][cH:115][cH:116][cH:117][cH:118]2)[c:119]2[cH:120][cH:121][cH:122][cH:123][cH:124]2)[cH:125][cH:126]1>>[c:2]1(-[c:44]2[cH:43][cH:42][c:41]([NH:40][C:37]([CH3:38])=[O:39])[cH:46][cH:45]2)[cH:3][cH:4][c:5]([C:8]([CH:9]([CH3:10])[CH3:11])([OH:12])[c:13]2[n:14][cH:15][n:16]([C:18]([c:19]3[cH:20][cH:21][cH:22][cH:23][cH:24]3)([c:25]3[cH:26][cH:27][cH:28][cH:29][cH:30]3)[c:31]3[cH:32][cH:33][cH:34][cH:35][cH:36]3)[cH:17]2)[cH:6][cH:7]1. Reactants: ClC1=C(CNC(=O)C=2C(NN=C(C2)C2=CC=NC=C2)=O)C=CC(=C1)Cl (N-(2,4-dichlorobenzyl)-3-oxo-6-pyridin-4-yl-2,3-dihydropyridazine-4-carboxamide), ClC1=C(N)C=CC(=C1)Cl (2,4-dichloroaniline), O=C1NN=C(C=C1C(=O)O)C1=CC=NC=C1 (3-oxo-6-pyridin-4-yl-2,3-dihydropyridazine-4-carboxylic acid), C(C(=O)Cl)(=O)Cl (oxalyl chloride). The solvent is C(C)N(CC)CC (triethylamine), ClCCl (dichloromethane), CN(C=O)C (dimethylformamide). Product: ClC1=C(C=CC(=C1)Cl)NC(=O)C=1C(NN=C(C1)C1=CC=NC=C1)=O (N-(2,4-dichlorophenyl)-3-oxo-6-pyridin-4-yl-2,3-dihydropyridazine-4-carboxamide). Yield: 199.4%. RXN SMILES: ClC1C=C(Cl)C=CC=1CNC(C1C(=O)NN=C(C2C=CN=CC=2)C=1)=O.[O:26]=[C:27]1[C:32]([C:33]([OH:35])=O)=[CH:31][C:30]([C:36]2[CH:41]=[CH:40][N:39]=[CH:38][CH:37]=2)=[N:29][NH:28]1.C(Cl)(=O)C(Cl)=O.[Cl:48][C:49]1[CH:55]=[C:54]([Cl:56])[CH:53]=[CH:52][C:50]=1[NH2:51]>C(N(CC)CC)C.CN(C)C=O.ClCCl>[Cl:48][C:49]1[CH:55]=[C:54]([Cl:56])[CH:53]=[CH:52][C:50]=1[NH:51][C:33]([C:32]1[C:27](=[O:26])[NH:28][N:29]=[C:30]([C:36]2[CH:41]=[CH:40][N:39]=[CH:38][CH:37]=2)[CH:31]=1)=[O:35]. Reported procedure: Working as in example 2 for the preparation of N-(2,4-dichlorobenzyl)-3-oxo-6-pyridin-4-yl-2,3-dihydropyridazine-4-carboxamide, but starting with 0.3 g of 3-oxo-6-pyridin-4-yl-2,3-dihydropyridazine-4-carboxylic acid, 10 cm3 of dichloromethane, 0.02 cm3 of dimethylformamide, 0.12 cm3 of oxalyl chloride, 0.036 g of 2,4-dichloroaniline and 0.19 cm3 of triethylamine, 0.16 g of N-(2,4-dichlorophenyl)-3-oxo-6-pyridin-4-yl-2,3-dihydropyridazine-4-carboxamide was obtained in the form of a cream-colored ... The reactants are CC(C)=O, C(=NC1CCCCC1)=NC1CCCCC1, O=C1CC(C(=O)O)C(C(=O)O)O1, OCc1ccccc1. Product: O=C1CC(C(=O)O)C(C(=O)OCc2ccccc2)O1. As a reaction SMILES: [CH3:36][C:37](=[O:38])[CH3:39].[CH:13]1([N:14]=[C:15]=[N:16][CH:17]2[CH2:18][CH2:19][CH2:20][CH2:21][CH2:22]2)[CH2:23][CH2:24][CH2:25][CH2:26][CH2:27]1.[O:1]=[C:2]1[CH2:3][CH:4]([C:10](=[O:11])[OH:12])[CH:5]([C:7](=[O:8])[OH:9])[O:6]1.[OH:28][CH2:29][c:30]1[cH:31][cH:32][cH:33][cH:34][cH:35]1>>[O:1]=[C:2]1[CH2:3][CH:4]([C:10](=[O:11])[OH:12])[CH:5]([C:7]([O:8][CH2:29][c:30]2[cH:31][cH:32][cH:33][cH:34][cH:35]2)=[O:9])[O:6]1. Starting materials: BrC1=CC(=C(C=C1)CC(=O)C1=CC=CC=2N(C(COC21)=O)C)Cl (8-[2-(4-bromo-2-chloro-phenyl)-acetyl]-4-methyl-4H-benzo[1,4]oxazin-3-one), [H-].[Na+] (sodium hydride), CI (methyl iodide). The product is BrC1=CC(=C(C=C1)C(C(=O)C1=CC=CC=2N(C(COC21)=O)C)C)Cl (8-[2-(4-Bromo-2-chloro-phenyl)-propionyl]-4-methyl-4H-benzo[1,4]oxazin-3-one). RXN SMILES: [Br:1][C:2]1[CH:7]=[CH:6][C:5]([CH2:8][C:9]([C:11]2[C:20]3[O:19][CH2:18][C:17](=[O:21])[N:16]([CH3:22])[C:15]=3[CH:14]=[CH:13][CH:12]=2)=[O:10])=[C:4]([Cl:23])[CH:3]=1.[H-].[Na+].[CH3:26]I>>[Br:1][C:2]1[CH:7]=[CH:6][C:5]([CH:8]([CH3:26])[C:9]([C:11]2[C:20]3[O:19][CH2:18][C:17](=[O:21])[N:16]([CH3:22])[C:15]=3[CH:14]=[CH:13][CH:12]=2)=[O:10])=[C:4]([Cl:23])[CH:3]=1 |f:1.2|. Procedure details: In analogy to Example 1, step 2, 8-[2-(4-bromo-2-chloro-phenyl)-acetyl]-4-methyl-4H-benzo[1,4]oxazin-3-one was reacted with sodium hydride and methyl iodide to give the title compound as an orange oil. MS (m/e)=408.3 [M+H+].